This data is from the Open Reaction Database (ORD), a public repository of structured organic reaction records. The task is: describe an organic reaction: reactants, conditions, products, and yield The reactants are ClC1=C(C=C2C(C(=CN(C2=N1)CCC#N)C(=O)OCC)=O)F (ethyl 7-chloro-1-(2-cyanoethyl)-6-fluoro-4-oxo-1,4-dihydro-1,8-naphthyridine-3-carboxylate), N1CCC(CC1)NC(OC(C)(C)C)=O (1,1-dimethylethyl piperidin-4-ylcarbamate). Solvent: ClCCl (dichloromethane), ClCCl (dichloromethane). Product: C(C)(C)(C)OC(=O)NC1CCN(CC1)C1=C(C=C2C(C(=CN(C2=N1)CCC#N)C(=O)OCC)=O)F (ethyl 7-(4-((tert-butoxycarbonyl)amino)piperidin-1-yl)-1-(2-cyanoethyl)-6-fluoro-4-oxo-1,4-dihydro-1,8-naphthyridine-3-carboxylate). Reaction SMILES: Cl[C:2]1[N:11]=[C:10]2[C:5]([C:6](=[O:21])[C:7]([C:16]([O:18][CH2:19][CH3:20])=[O:17])=[CH:8][N:9]2[CH2:12][CH2:13][C:14]#[N:15])=[CH:4][C:3]=1[F:22].[NH:23]1[CH2:28][CH2:27][CH:26]([NH:29][C:30](=[O:36])[O:31][C:32]([CH3:35])([CH3:34])[CH3:33])[CH2:25][CH2:24]1>ClCCl>[C:32]([O:31][C:30]([NH:29][CH:26]1[CH2:25][CH2:24][N:23]([C:2]2[N:11]=[C:10]3[C:5]([C:6](=[O:21])[C:7]([C:16]([O:18][CH2:19][CH3:20])=[O:17])=[CH:8][N:9]3[CH2:12][CH2:13][C:14]#[N:15])=[CH:4][C:3]=2[F:22])[CH2:28][CH2:27]1)=[O:36])([CH3:35])([CH3:33])[CH3:34]. Reported procedure: A solution of EXAMPLE 7C (0.5 g) and 1,1-dimethylethyl piperidin-4-ylcarbamate in dichloromethane (100 mL) was stirred for 2 hours, diluted with dichloromethane (100 mL), washed with water, 10% citric acid, and brine, and dried (MgSO4), filtered, and concentrated.